From a dataset of the Open Reaction Database (ORD), a public repository of structured organic reaction records. describe an organic reaction: reactants, conditions, products, and yield The reactants are O=C([O-])[O-], CNCCS(=O)(=O)O, CO, COc1ccc(C2C(CCC(O)c3ccc(F)cc3)C(=O)N2c2ccc(OCCCCF)cc2)cc1, [K+], [K+], O. The product is COc1ccc(C2C(CCC(O)c3ccc(F)cc3)C(=O)N2c2ccc(OCCCCN(C)CCS(=O)(=O)O)cc2)cc1. As a reaction SMILES: [C:45](=[O:46])([O-:47])[O-:48].[CH3:37][NH:38][CH2:39][CH2:40][S:41](=[O:42])(=[O:43])[OH:44].[CH3:51][OH:52].[F:1][c:2]1[cH:3][cH:4][c:5]([CH:8]([CH2:9][CH2:10][CH:11]2[C:12](=[O:35])[N:13]([c:23]3[cH:24][cH:25][c:26]([O:29][CH2:30][CH2:31][CH2:32][CH2:33][F:34])[cH:27][cH:28]3)[CH:14]2[c:15]2[cH:16][cH:17][c:18]([O:21][CH3:22])[cH:19][cH:20]2)[OH:36])[cH:6][cH:7]1.[K+:49].[K+:50].[OH2:53]>>[F:1][c:2]1[cH:3][cH:4][c:5]([CH:8]([CH2:9][CH2:10][CH:11]2[C:12](=[O:35])[N:13]([c:23]3[cH:24][cH:25][c:26]([O:29][CH2:30][CH2:31][CH2:32][CH2:33][N:38]([CH3:37])[CH2:39][CH2:40][S:41](=[O:42])(=[O:43])[OH:44])[cH:27][cH:28]3)[CH:14]2[c:15]2[cH:16][cH:17][c:18]([O:21][CH3:22])[cH:19][cH:20]2)[OH:36])[cH:6][cH:7]1. Starting materials: COCCOCCl (2-Methoxyethoxymethyl chloride), OCC=1C=C(OC1)[Si](C)(C)C (4-hydroxymethyl-2-trimethylsilylfuran), (2-tirmethylsilyl-4-furyl)methanol, CN(C1=CC=CC=C1)C (dimethylaniline). Solvent: ClCCl (dichloromethane). Conditions: time 16 hour. Yields the product COCCOCOCC=1C=C(OC1)[Si](C)(C)C (4-(Methoxyethoxymethoxymethyl)-2-trimethylsilylfuran). RXN SMILES: [CH3:1][O:2][CH2:3][CH2:4][O:5][CH2:6]Cl.[OH:8][CH2:9][C:10]1[CH:11]=[C:12]([Si:15]([CH3:18])([CH3:17])[CH3:16])[O:13][CH:14]=1.CN(C)C1C=CC=CC=1>ClCCl>[CH3:1][O:2][CH2:3][CH2:4][O:5][CH2:6][O:8][CH2:9][C:10]1[CH:11]=[C:12]([Si:15]([CH3:18])([CH3:17])[CH3:16])[O:13][CH:14]=1. Procedure: 2-Methoxyethoxymethyl chloride (0.11 ml, 0.96 mmol) was added to a solution of 4-hydroxymethyl-2-trimethylsilylfuran, also known as (2-tirmethylsilyl-4-furyl)methanol, (162.8 mg, 0.96 mmol) and dimethylaniline (0.13 ml, 0.1 mmol) in dichloromethane (5 ml) at 0°. After stirring at room temperature overnight (ca. 16 hours), the reaction mixture was washed successively with water, dilute hydrochloric acid and water. Evaporation of the dried (magnesium sulfate) dichloromethane layer gave an oil, whi... Starting materials: CSCCCl, CN(C)C=O, CCOC(C)=O, [Cl-], CCS(=O)c1c(C#N)nn(-c2c(Cl)cc(C(F)(F)F)cc2Cl)c1N, [KH], [NH4+]. Yields the product CCS(=O)c1c(C#N)nn(-c2c(Cl)cc(C(F)(F)F)cc2Cl)c1NCCSC. RXN SMILES: [CH3:26][S:27][CH2:28][CH2:29][Cl:30].[CH3:33][N:34]([CH3:35])[CH:36]=[O:37].[CH3:38][CH2:39][O:40][C:41](=[O:42])[CH3:43].[Cl-:31].[Cl:2][c:3]1[c:4](-[n:14]2[n:15][c:16]([C:24]#[N:25])[c:17]([S:20](=[O:21])[CH2:22][CH3:23])[c:18]2[NH2:19])[c:5]([Cl:13])[cH:6][c:7]([C:9]([F:10])([F:11])[F:12])[cH:8]1.[KH:1].[NH4+:32]>>[Cl:2][c:3]1[c:4](-[n:14]2[n:15][c:16]([C:24]#[N:25])[c:17]([S:20](=[O:21])[CH2:22][CH3:23])[c:18]2[NH:19][CH2:29][CH2:28][S:27][CH3:26])[c:5]([Cl:13])[cH:6][c:7]([C:9]([F:10])([F:11])[F:12])[cH:8]1. Solvent: Cl(=O)(=O)(=O)O (perchloric acid). Reported procedure: Compound (19) was prepared according to the general synthesis instructions from 1.0 ml of 2-amino-4,6-dimethylpyridine solution (0.1 M, DCM), 0.575 ml of cyclohexyl isocyanide solution (0.2 M, DCM), 0.500 ml of acetaldehyde solution (0.3 M, DCM) and 10 μl of perchloric acid (w=20%). The product is C1(CCCCC1)NC1=C(N=C2N1C(=CC(=C2)C)C)C (cyclohexyl-(2,5,7-trimethylimidazo[1,2-a]pyridin-3-yl)-amine). Reactants: NC1=NC(=CC(=C1)C)C (2-amino-4,6-dimethylpyridine), C1(CCCCC1)[N+]#[C-] (cyclohexyl isocyanide), C(C)=O (acetaldehyde). As a reaction SMILES: [NH2:1][C:2]1[CH:7]=[C:6]([CH3:8])[CH:5]=[C:4]([CH3:9])[N:3]=1.[CH:10]1([N+:16]#[C-:17])[CH2:15][CH2:14][CH2:13][CH2:12][CH2:11]1.[CH:18](=O)[CH3:19]>Cl(O)(=O)(=O)=O>[CH:10]1([NH:16][C:17]2[N:3]3[C:4]([CH3:9])=[CH:5][C:6]([CH3:8])=[CH:7][C:2]3=[N:1][C:18]=2[CH3:19])[CH2:15][CH2:14][CH2:13][CH2:12][CH2:11]1. Reactants: C1=NC=CC=2C(=CC=CC12)N (isoquinolin-5-amine), O=C1CN(CC1)C(=O)OC(C)(C)C (tert-butyl 3-oxopyrrolidine-1-carboxylate), [BH-](OC(=O)C)(OC(=O)C)OC(=O)C.[Na+] (NaBH(OAc)3). Solvent: CC(=O)O (AcOH), CC(=O)O (AcOH). Run at time 8 hour. The product is N1CC(CC1)NC=1C=2C=CN=CC2C=CC1 (N-(pyrrolidin-3-yl)isoquinolin-5-amine). RXN SMILES: [CH:1]1[C:10]2[CH:9]=[CH:8][CH:7]=[C:6]([NH2:11])[C:5]=2[CH:4]=[CH:3][N:2]=1.O=[C:13]1[CH2:17][CH2:16][N:15](C(OC(C)(C)C)=O)[CH2:14]1.[BH-](OC(C)=O)(OC(C)=O)OC(C)=O.[Na+]>CC(O)=O>[NH:15]1[CH2:16][CH2:17][CH:13]([NH:11][C:6]2[C:5]3[CH:4]=[CH:3][N:2]=[CH:1][C:10]=3[CH:9]=[CH:8][CH:7]=2)[CH2:14]1 |f:2.3|. Reported procedure: To a homogenous solution of isoquinolin-5-amine (15 g, 104 mmol) and tert-butyl 3-oxopyrrolidine-1-carboxylate (23.12 g, 125 mmol, 1.2 eq) in AcOH (300 mL) at 0° C. was added dropwise a solution of NaBH(OAc)3 (44.1 g, 208 mmol, 2 eq) in AcOH (200 mL). The mixture was stirred at room temperature overnight and concentrated to dryness. Then, the residue was adjusted to pH 10 by addition of saturated aqueous solution of Na2CO3 and extracted with DCM (×3). The combined organic layers were dried over ... The reactants are 4-[, N1C(=NC=C1)CC1(C#N)CC=CC=C1 (1-(imidazolyl)methylbenzonitrile), C1(CCCCC1)=O (cyclohexanone), solution, C(C)(C)[N-]C(C)C.[Li+] (lithium diisopropylamide), O (water). Solvent: O1CCCC1 (tetrahydrofuran), O1CCCC1 (tetrahydrofuran), C(C)(=O)OCC (ethyl acetate). Run at time 0.5 hour. The product is OC1(CCCCC1)C(C=1NC=CN1)C1=CC=C(C#N)C=C1 (4-[1-hydroxycyclohex-1-yl-1-(imidazolyl)methyl]benzonitrile). As a reaction SMILES: [NH:1]1[CH:5]=[CH:4][N:3]=[C:2]1[CH2:6][C:7]1([CH:14]=[CH:13][CH:12]=[CH:11][CH2:10]1)C#N.[CH:15]([N-:18]C(C)C)(C)C.[Li+].[C:23]1(=[O:29])[CH2:28][CH2:27][CH2:26][CH2:25][CH2:24]1.O>O1CCCC1.C(OCC)(=O)C>[OH:29][C:23]1([CH:6]([C:7]2[CH:10]=[CH:11][C:12]([C:15]#[N:18])=[CH:13][CH:14]=2)[C:2]2[NH:1][CH:5]=[CH:4][N:3]=2)[CH2:28][CH2:27][CH2:26][CH2:25][CH2:24]1 |f:1.2|. Procedure details: 1.83 g of 4-[1-(imidazolyl)methylbenzonitrile is dissolved in 50 ml of tetrahydrofuran and combined at -50° with 7.3 ml of 1.5-molar solution of lithium diisopropylamide in tetrahydrofuran; the mixture is stirred for 0.5 hour, further stirred with 1.05 g of cyclohexanone for 1 hour at -60°, and heated to 25°. Then water is added, the mixture is diluted with ethyl acetate, washed neutral with water, dried over sodium sulfate, and concentrated to dryness under vacuum, yielding 2.7 g of crude 4-[1-... Reactants: 2004/026229 A2, CC=1C=C(NN1)N (5-Methyl-2H-pyrazol-3-ylamine), C(C)OC(CC(C1=CC=CC=C1)=O)=O (3-oxo-3-phenylpropionic acid ethyl ester). The solvent is CC(=O)O (AcOH). Yields the product CC1=NN2C(NC(=CC2=O)C2=CC=CC=C2)=C1 (2-methyl-5-phenyl-4H-pyrazolo[1,5-a]pyrimidin-7-one). Reaction SMILES: [CH3:1][C:2]1[CH:3]=[C:4]([NH2:7])[NH:5][N:6]=1.C([O:10][C:11](=O)[CH2:12][C:13](=O)[C:14]1[CH:19]=[CH:18][CH:17]=[CH:16][CH:15]=1)C>CC(O)=O>[CH3:1][C:2]1[CH:3]=[C:4]2[NH:7][C:13]([C:14]3[CH:19]=[CH:18][CH:17]=[CH:16][CH:15]=3)=[CH:12][C:11](=[O:10])[N:5]2[N:6]=1. Reported procedure: (prepared in a procedure analogous to that outlined in WO 2004/026229 A2) Step A: 5-Methyl-2H-pyrazol-3-ylamine (1 g, 0.0103 mol) was suspended in AcOH (7 ml), 3-oxo-3-phenylpropionic acid ethyl ester (1.95 ml, 1.1 eq) was added and the mixture heated at reflux for 3 h. The mixture was cooled to rt and concentrated under reduced pressure. The residue was stirred with EtOAc and the solid collected by filtration to give 1.83 g of 2-methyl-5-phenyl-4H-pyrazolo[1,5-a]pyrimidin-7-one. Step B: The pro... Starting materials: C(C)(=O)OCC (ethyl acetate), TEA, C(C)(=O)OC(C)=O (acetic anhydride), C(C)(=O)C1=CC2=C(O1)C(=C1C=CC=CC1=C2O)OC(CNC(=O)OC(C)(C)C)=O (2-acetyl-4-hydroxy-9-[(tert-butoxycarbonyl)amino]acetoxy-naphtho[2,3-b]furan). Solvent: CN(C)C=O (DMF). Conditions: time 8 hour. Yields the product C(C)(=O)C1=CC2=C(O1)C(=C1C=CC=CC1=C2OC(C)=O)OC(CNC(=O)OC(C)(C)C)=O (2-acetyl-4-acetoxy-9-[(tert-butoxycarbonyl)amino]acetoxy-naphtho[2,3-b]furan). Yield: 68.0%. RXN SMILES: [C:1]([C:4]1[O:8][C:7]2[C:9]([O:18][C:19](=[O:29])[CH2:20][NH:21][C:22]([O:24][C:25]([CH3:28])([CH3:27])[CH3:26])=[O:23])=[C:10]3[C:15](=[C:16]([OH:17])[C:6]=2[CH:5]=1)[CH:14]=[CH:13][CH:12]=[CH:11]3)(=[O:3])[CH3:2].[C:30](OC(=O)C)(=[O:32])[CH3:31].C(OCC)(=O)C>CN(C=O)C>[C:1]([C:4]1[O:8][C:7]2[C:9]([O:18][C:19](=[O:29])[CH2:20][NH:21][C:22]([O:24][C:25]([CH3:28])([CH3:27])[CH3:26])=[O:23])=[C:10]3[C:15](=[C:16]([O:17][C:30](=[O:32])[CH3:31])[C:6]=2[CH:5]=1)[CH:14]=[CH:13][CH:12]=[CH:11]3)(=[O:3])[CH3:2]. Procedure details: In an 100 ml round-bottom flask, 0.8 gram (2.0 mmoles) of 2-acetyl-4-hydroxy-9-[(tert-butoxycarbonyl)amino]acetoxy-naphtho[2,3-b]furan (prepared in example 12) was dissolved in 30 ml of DMF with mild heating. To the solution, added 0.9 ml of TEA and 0.5 ml of acetic anhydride. The mixture was sealed or isolated from air, and then had been stirred vigorously at room temperature overnight. After addition of 100 ml of ethyl acetate, the reaction mixture was extracted with 80 ml of ice-cooled aqueou...